Dataset: the Open Reaction Database (ORD), a public repository of structured organic reaction records. Task: describe an organic reaction: reactants, conditions, products, and yield Starting materials: C([C@@H]1[C@H]([C@@H]([C@H]([C@H](O1)O[C@]2([C@H]([C@@H]([C@H](O2)CO)O)O)CO)O)O)O)O (saccharose), C([C@@H]1[C@H]([C@@H]([C@H]([C@H](O1)O[C@]2([C@H]([C@@H]([C@H](O2)CO)O)O)CO)O)O)O)O (saccharose), O (water), CC1(OC(=CC(O1)=O)CC(CN=[N+]=[N-])=O)C (2,2-dimethyl-6-(3-azido-2-oxopropyl)-1,3-dioxin-4-one). Solvent: C(C)(=O)OCC (ethyl acetate). Run at temperature 32 celsius, time 30 minute. Yields the product CC1(OC(=CC(O1)=O)CC(CN=[N+]=[N-])O)C ((+)-2,2-dimethyl-6-(3-azido-2-hydroxypropyl)-1,3-dioxin-4-one). Yield: 22.1%. Reaction SMILES: C(O)[C@H]1O[C@H](O[C@]2(CO)O[C@H](CO)[C@@H](O)[C@@H]2O)[C@H](O)[C@@H](O)[C@@H]1O.O.[CH3:25][C:26]1([CH3:40])[O:31][C:30](=[O:32])[CH:29]=[C:28]([CH2:33][C:34](=[O:39])[CH2:35][N:36]=[N+:37]=[N-:38])[O:27]1>C(OCC)(=O)C>[CH3:25][C:26]1([CH3:40])[O:31][C:30](=[O:32])[CH:29]=[C:28]([CH2:33][CH:34]([OH:39])[CH2:35][N:36]=[N+:37]=[N-:38])[O:27]1. Procedure: 30 g of baker's yeast (made by Oriental Yeast Co., Ltd.) and 15 g of saccharose were added in 30 ml of tap water, and the solution was then stirred at 32° C. for 30 minutes. Afterward, 300 mg of 2,2-dimethyl-6-(3-azido-2-oxopropyl)-1,3-dioxin-4-one were added thereto, and the solution was then stirred overnight at the same temperature. 7.5 g of saccharose were further added thereto, followed by stirring overnight. Water of the reaction solution was then distilled off under reduced pressure, and ...